From a dataset of the Open Reaction Database (ORD), a public repository of structured organic reaction records. describe an organic reaction: reactants, conditions, products, and yield Reactants: C(C1=CC=CC=C1)OC=1C=C2C=CNC2=CC1 (5-(Benzyloxy)indole), N1=CC=CC=C1 (pyridine), ClCC(=O)Cl (chloroacetyl chloride), C(C)OCC.O (diethyl ether water). Solvent: O1CCOCC1 (dioxane), O1CCOCC1 (dioxane). Run at time 1 hour. Yields the product ClCC(=O)C1=CNC2=CC=C(C=C12)OCC1=CC=CC=C1 (3-chloroacetyl-5-(benzyloxy)indole). RXN SMILES: [CH2:1]([O:8][C:9]1[CH:10]=[C:11]2[C:15](=[CH:16][CH:17]=1)[NH:14][CH:13]=[CH:12]2)[C:2]1[CH:7]=[CH:6][CH:5]=[CH:4][CH:3]=1.N1C=CC=CC=1.[Cl:24][CH2:25][C:26](Cl)=[O:27].C(OCC)C.O>O1CCOCC1>[Cl:24][CH2:25][C:26]([C:12]1[C:11]2[C:15](=[CH:16][CH:17]=[C:9]([O:8][CH2:1][C:2]3[CH:3]=[CH:4][CH:5]=[CH:6][CH:7]=3)[CH:10]=2)[NH:14][CH:13]=1)=[O:27] |f:3.4|. Reported procedure: 5-(Benzyloxy)indole in dioxane containing pyridine was stirred for 1 hr. at 65° C. under nitrogen while chloroacetyl chloride in dioxane was added dropwise. The reaction mixture was stirred for another 1 hr., then poured into diethyl ether-water. The precipitate was collected by filtration and washed thoroughly with cold Et2O to yield 19, an orange solid. Starting materials: BrC=1C(=C(C=C(C1)C#N)NC(OC(C)(C)C)=O)Cl ((+/−) Tert-butyl (3-bromo-2-chloro-5-cyanophenyl)carbamate), O1CC(C1)N1C(CNCC1)C(=O)OC (methyl 1-(oxetan-3-yl)piperazine-2-carboxylate), CN1C(CNCC1)C(=O)OC (methyl 1-methylpiperazine-2-carboxylate), C=1C=CC(=CC1)P(C=2C=CC=CC2)C3=CC=C4C=CC=CC4=C3C5=C6C=CC=CC6=CC=C5P(C=7C=CC=CC7)C=8C=CC=CC8 (BINAP), C(=O)([O-])[O-].[Cs+].[Cs+] (Cs2CO3). The reagents and catalysts are C=1C=CC(=CC1)/C=C/C(=O)/C=C/C2=CC=CC=C2.C=1C=CC(=CC1)/C=C/C(=O)/C=C/C2=CC=CC=C2.C=1C=CC(=CC1)/C=C/C(=O)/C=C/C2=CC=CC=C2.[Pd].[Pd] (Pd2(dba)3), catalyst. Run in C1(=CC=CC=C1)C (Toluene). Run at temperature 105 celsius. Product: C(C)(C)(C)OC(=O)NC=1C(=C(C=C(C1)C#N)N1CC(N(CC1)C1COC1)C(=O)OC)Cl (methyl 4-(3-((tert-butoxycarbonyl)amino)-2-chloro-5-cyanophenyl)-1-(oxetan-3-yl)piperazine-2-carboxylate). Yield: 18.8%. RXN SMILES: Br[C:2]1[C:3]([Cl:18])=[C:4]([NH:10][C:11](=[O:17])[O:12][C:13]([CH3:16])([CH3:15])[CH3:14])[CH:5]=[C:6]([C:8]#[N:9])[CH:7]=1.[O:19]1[CH2:22][CH:21]([N:23]2[CH2:28][CH2:27][NH:26][CH2:25][CH:24]2[C:29]([O:31][CH3:32])=[O:30])[CH2:20]1.CN1CCNCC1C(OC)=O.C1C=CC(P(C2C(C3C(P(C4C=CC=CC=4)C4C=CC=CC=4)=CC=C4C=3C=CC=C4)=C3C(C=CC=C3)=CC=2)C2C=CC=CC=2)=CC=1.C([O-])([O-])=O.[Cs+].[Cs+]>C1C=CC(/C=C/C(/C=C/C2C=CC=CC=2)=O)=CC=1.C1C=CC(/C=C/C(/C=C/C2C=CC=CC=2)=O)=CC=1.C1C=CC(/C=C/C(/C=C/C2C=CC=CC=2)=O)=CC=1.[Pd].[Pd].C1(C)C=CC=CC=1>[C:13]([O:12][C:11]([NH:10][C:4]1[C:3]([Cl:18])=[C:2]([N:26]2[CH2:27][CH2:28][N:23]([CH:21]3[CH2:22][O:19][CH2:20]3)[CH:24]([C:29]([O:31][CH3:32])=[O:30])[CH2:25]2)[CH:7]=[C:6]([C:8]#[N:9])[CH:5]=1)=[O:17])([CH3:16])([CH3:15])[CH3:14] |f:4.5.6,7.8.9.10.11|. Procedure: (+/−) Tert-butyl (3-bromo-2-chloro-5-cyanophenyl)carbamate (1.52 g, 4.58 mmol), a 3:1 mixture of methyl 1-(oxetan-3-yl)piperazine-2-carboxylate (0.688 g, 3.44 mmol) and methyl 1-methylpiperazine-2-carboxylate (0.181 g, 1.144 mmol), Pd2(dba)3 (0.420 g, 0.458 mmol), BINAP (0.285 g, 0.458 mmol), Cs2CO3 (2.240 g, 6.88 mmol), and Toluene (40 mL) were combined in a round bottom flask. The flask was evacuated and backfilled with N2 3×, and the reaction was heated at 105° C. for 18 h. The reaction was c... Starting materials: C1=2C(=O)OC(NC1=CC=CC2)=O (isatoic anhydride), N(N)C1=NC=CC=C1 (2-hydrazinopyridine). Solvent: CCO (EtOH). Yields the product N1=C(C=CC=C1)NNC(C1=C(C=CC=C1)N)=O (2-amino-benzoic acid N′-pyridin-2-yl-hydrazide). Isolated yield 546.1%. As a reaction SMILES: [C:1]12[C:7](=[CH:8][CH:9]=[CH:10][CH:11]=1)[NH:6]C(=O)[O:4][C:2]2=O.[NH:13]([C:15]1[CH:20]=[CH:19][CH:18]=[CH:17][N:16]=1)[NH2:14]>CCO>[N:16]1[CH:17]=[CH:18][CH:19]=[CH:20][C:15]=1[NH:13][NH:14][C:2](=[O:4])[C:1]1[CH:11]=[CH:10][CH:9]=[CH:8][C:7]=1[NH2:6]. Reported procedure: A mixture of isatoic anhydride (3.51 g, 2.15 mmol) and 2-hydrazinopyridine (2.40 g, 2.20 mmol) in 35 ml of EtOH was refluxed for 17 hours. After refluxing for 15 minutes, the suspension turned into a brown solution and gas evolution was observed. At the end of the 17 hour period, the reaction mixture was cooled to room temperature and the brown solution was concentrated on a rotary evaporator. The residue was chromatographed on silica gel with 65% EtOAc in hexanes. The fractions containing the p... The reactants are C(C)(C)(C)OC(=O)N[C@@H]1[C@@H](CCCC1)NC1=C(C2=C(C(=N1)C1=CC=NS1)C(N(C2)C(=O)OC(C)(C)C)=O)F (tert-butyl 6-((1R,2S)-2-(tert-butoxycarbonylamino)cyclohexylamino)-7-fluoro-4-(isothiazol-5-yl)-3-oxo-1H-pyrrolo[3,4-c]pyridine-2(3H)-carboxylate), Cl.O1CCOCC1 (HCl dioxane), CCO (EtOH). The product is hydrochloride salt, N[C@@H]1[C@@H](CCCC1)NC1=C(C2=C(C(=N1)C1=CC=NS1)C(NC2)=O)F (6-((1R,2S)-2-Aminocyclohexylamino)-7-fluoro-4-(isothiazol-5-yl)-1H-pyrrolo[3,4-c]pyridin-3(2H)-one). Procedure details: To a stirred solution of tert-butyl 6-((1R,2S)-2-(tert-butoxycarbonylamino)cyclohexylamino)-7-fluoro-4-(isothiazol-5-yl)-3-oxo-1H-pyrrolo[3,4-c]pyridine-2(3H)-carboxylate (65.9 mg, 0.120 mmol) in MeOH (1.0 mL) was added 4N HCl/dioxane (1.0 mL, 4.00 mmol). The reaction mixture was heated to 60° C. for 1 hour and was subsequently concentrated in vacuo. The residue was triturated with EtOAc and filtered. The filter cake was washed with EtOAc to give a yellow solid, which was suspended into EtOH. Th... As a reaction SMILES: C(OC([NH:8][C@H:9]1[CH2:14][CH2:13][CH2:12][CH2:11][C@H:10]1[NH:15][C:16]1[N:21]=[C:20]([C:22]2[S:26][N:25]=[CH:24][CH:23]=2)[C:19]2[C:27](=[O:37])[N:28](C(OC(C)(C)C)=O)[CH2:29][C:18]=2[C:17]=1[F:38])=O)(C)(C)C.Cl.O1CCOCC1.CCO>CO>[NH2:8][C@H:9]1[CH2:14][CH2:13][CH2:12][CH2:11][C@H:10]1[NH:15][C:16]1[N:21]=[C:20]([C:22]2[S:26][N:25]=[CH:24][CH:23]=2)[C:19]2[C:27](=[O:37])[NH:28][CH2:29][C:18]=2[C:17]=1[F:38] |f:1.2|. Conditions: temperature 60 celsius, time 30 minute. Solvent: CO (MeOH). The yield is 44.6%. The solvent is O1CCOCC1 (dioxane). Yields the product C(C)(C)N1C(OC(C1C(C)C)=O)=O (3,4-diisopropyl-oxazolidine-2,5-dione). Starting materials: C(C)(C)N[C@@H](C(C)C)C(=O)O (N-isopropyl valine), C(=O)(Cl)Cl (carbonyl chloride). Reported procedure: Finely ground N-isopropyl valine (31 mmol) in 150 ml dioxane is heated to 38°-40° and excess carbonyl chloride is slowly passed in over 4-5 hours. Dry air is then passed through the reaction for 18 hours, after which the dioxane is removed at 40° (20 mm) to yield 3,4-diisopropyl-oxazolidine-2,5-dione. As a reaction SMILES: [CH:1]([NH:4][C@H:5]([C:9]([OH:11])=[O:10])[CH:6]([CH3:8])[CH3:7])([CH3:3])[CH3:2].[C:12](Cl)(Cl)=[O:13]>O1CCOCC1>[CH:1]([N:4]1[CH:5]([CH:6]([CH3:7])[CH3:8])[C:9](=[O:11])[O:10][C:12]1=[O:13])([CH3:2])[CH3:3]. The reactants are NC=1C=CC2=C(N3C=CC=C3C(CO2)=O)C1 (9-Amino-6-oxa-10b-aza-benz[e]azulen-4-one), ClC1=NC=C(C(=N1)NC1=C(C(=O)NC)C=CC=C1F)Cl (2-(2,5-Dichloro-pyrimidin-4-ylamino)-3-fluoro-N-methyl-benzamide). The product is ClC=1C(=NC(=NC1)NC=1C=CC2=C(N3C=CC=C3C(CO2)=O)C1)NC1=C(C(=O)NC)C=CC=C1F (2-[5-Chloro-2-(4-oxo-4,5-dihydro-6-oxa-10b-aza-benz[e]azulen-9-ylamino)-pyrimidin-4-ylamino]-3-fluoro-N-methyl-benzamide). RXN SMILES: [NH2:1][C:2]1[CH:3]=[CH:4][C:5]2[O:14][CH2:13][C:12](=[O:15])[C:11]3[N:7]([CH:8]=[CH:9][CH:10]=3)[C:6]=2[CH:16]=1.Cl[C:18]1[N:23]=[C:22]([NH:24][C:25]2[C:34]([F:35])=[CH:33][CH:32]=[CH:31][C:26]=2[C:27]([NH:29][CH3:30])=[O:28])[C:21]([Cl:36])=[CH:20][N:19]=1>>[Cl:36][C:21]1[C:22]([NH:24][C:25]2[C:34]([F:35])=[CH:33][CH:32]=[CH:31][C:26]=2[C:27]([NH:29][CH3:30])=[O:28])=[N:23][C:18]([NH:1][C:2]2[CH:3]=[CH:4][C:5]3[O:14][CH2:13][C:12](=[O:15])[C:11]4[N:7]([CH:8]=[CH:9][CH:10]=4)[C:6]=3[CH:16]=2)=[N:19][CH:20]=1. Procedure details: 2-[5-Chloro-2-(4-oxo-4,5-dihydro-6-oxa-10b-aza-benz[e]azulen-9-ylamino)-pyrimidin-4-ylamino]-3-fluoro-N-methyl-benzamide was prepared from 9-Amino-6-oxa-10b-aza-benz[e]azulen-4-one and 2-(2,5-Dichloro-pyrimidin-4-ylamino)-3-fluoro-N-methyl-benzamide in an analogous manner to Example 1223c. Product was obtained as a tan ppt. MP 223-225 (dec) LCMS 493.09 (M+H), HPLC purity 95%, 1H-NMR (DMSO-D6, 400 MHZ) Δ 9.56 (s, 1H), 9.48 (s, 1H), 8.52 (d, J=4.6 Hz, 1H), 8.23 (s, 1H), 7.68 (s, 1H), 7.43 (d, J=7.... Reactants: CCN(CC1CCN(C(=O)NC(C)C)CC1)C1CCc2ccc(N)cc2C1, CCN(C(C)C)C(C)C, ClCCl, O=C(Cl)c1ccc(F)cc1. Yields the product CCN(CC1CCN(C(=O)NC(C)C)CC1)C1CCc2ccc(NC(=O)c3ccc(F)cc3)cc2C1. Reaction SMILES: [CH:1]([CH3:2])([CH3:3])[NH:4][C:5](=[O:6])[N:7]1[CH2:8][CH2:9][CH:10]([CH2:13][N:14]([CH2:15][CH3:16])[CH:17]2[CH2:18][c:19]3[cH:20][c:21]([NH2:27])[cH:22][cH:23][c:24]3[CH2:25][CH2:26]2)[CH2:11][CH2:12]1.[CH:41]([N:42]([CH2:43][CH3:44])[CH:45]([CH3:46])[CH3:47])([CH3:48])[CH3:49].[Cl:38][CH2:39][Cl:40].[F:28][c:29]1[cH:30][cH:31][c:32]([C:33](=[O:34])[Cl:35])[cH:36][cH:37]1>>[CH:1]([CH3:2])([CH3:3])[NH:4][C:5](=[O:6])[N:7]1[CH2:8][CH2:9][CH:10]([CH2:13][N:14]([CH2:15][CH3:16])[CH:17]2[CH2:18][c:19]3[cH:20][c:21]([NH:27][C:33]([c:32]4[cH:31][cH:30][c:29]([F:28])[cH:37][cH:36]4)=[O:34])[cH:22][cH:23][c:24]3[CH2:25][CH2:26]2)[CH2:11][CH2:12]1. Reactants: Cc1cc(Br)cc(C)c1Oc1nc(Nc2ccc(C#N)cc2)nc(C)c1[N+](=O)[O-], CN(C)C(OC(C)(C)C)N(C)C, CN(C)C=O. Product: Cc1cc(Br)cc(C)c1Oc1nc(Nc2ccc(C#N)cc2)nc(C=CN(C)C)c1[N+](=O)[O-]. Reaction SMILES: [Br:1][c:2]1[cH:3][c:4]([CH3:29])[c:5]([O:6][c:7]2[n:8][c:9]([NH:17][c:18]3[cH:19][cH:20][c:21]([C:22]#[N:23])[cH:24][cH:25]3)[n:10][c:11]([CH3:16])[c:12]2[N+:13](=[O:14])[O-:15])[c:26]([CH3:28])[cH:27]1.[C:30]([O:31][CH:35]([N:32]([CH3:33])[CH3:34])[N:36]([CH3:37])[CH3:38])([CH3:39])([CH3:40])[CH3:41].[O:42]=[CH:43][N:44]([CH3:45])[CH3:46]>>[Br:1][c:2]1[cH:3][c:4]([CH3:29])[c:5]([O:6][c:7]2[n:8][c:9]([NH:17][c:18]3[cH:19][cH:20][c:21]([C:22]#[N:23])[cH:24][cH:25]3)[n:10][c:11]([CH:16]=[CH:35][N:36]([CH3:37])[CH3:38])[c:12]2[N+:13](=[O:14])[O-:15])[c:26]([CH3:28])[cH:27]1.